Dataset: the Open Reaction Database (ORD), a public repository of structured organic reaction records. Task: describe an organic reaction: reactants, conditions, products, and yield Reactants: O=C1N(CCC12CCOCC2)C2=CC=C(C=C2)[C@H]2CC[C@H](CC2)OS(=O)(=O)C (Cis-Methanesulfonic acid 4-[4-(1-oxo-8-oxa-2-aza-spiro[4.5]dec-2-yl)-phenyl]-cyclohexyl ester), O=C1N(CCC12CCOCC2)C2=CC=C(C=C2)[C@H]2CC[C@H](CC2)OS(=O)(=O)C (Cis-Methanesulfonic acid 4-[4-(1-oxo-8-oxa-2-aza-spiro[4.5]dec-2-yl)-phenyl]-cyclohexyl ester), C[C@@H]1NCCC1 ((S)-2-methylpyrrolidine). Yields the product C[C@@H]1N(CCC1)C1CCC(CC1)C1=CC=C(C=C1)N1C(C2(CC1)CCOCC2)=O (2-{4-[4-((S)-2-Methyl-pyrrolidin-1-yl)-cyclohexyl]-phenyl}-8-oxa-2-aza-spiro[4.5]decan-1-one). RXN SMILES: [O:1]=[C:2]1[C:6]2([CH2:11][CH2:10][O:9][CH2:8][CH2:7]2)[CH2:5][CH2:4][N:3]1[C:12]1[CH:17]=[CH:16][C:15]([C@@H:18]2[CH2:23][CH2:22][C@H:21](OS(C)(=O)=O)[CH2:20][CH2:19]2)=[CH:14][CH:13]=1.[CH3:29][C@H:30]1[CH2:34][CH2:33][CH2:32][NH:31]1>>[CH3:29][C@H:30]1[CH2:34][CH2:33][CH2:32][N:31]1[CH:21]1[CH2:20][CH2:19][CH:18]([C:15]2[CH:14]=[CH:13][C:12]([N:3]3[CH2:4][CH2:5][C:6]4([CH2:7][CH2:8][O:9][CH2:10][CH2:11]4)[C:2]3=[O:1])=[CH:17][CH:16]=2)[CH2:23][CH2:22]1. Procedure details: The title compound was synthesized in the manner essentially the same as the Example 9 by condensing cis-methanesulfonic acid 4-[4-(1-oxo-8-oxa-2-aza-spiro[4.5]dec-2-yl)-phenyl]-cyclohexyl ester (Intermediate 21) (30 mg, 0.07 mmol, 1 equiv.) and (S)-2-methylpyrrolidine. Starting materials: C(C1=CC=CC=C1)P(OCCCC)=O (benzylphosphinic acid, n-butyl ester), C=O (paraformaldehyde). Product: C(C1=CC=CC=C1)P(OCCCC)(=O)CO (Benzylhydroxymethylphosphinic acid, n-butyl ester). As a reaction SMILES: [CH2:1]([PH:8](=[O:14])[O:9][CH2:10][CH2:11][CH2:12][CH3:13])[C:2]1[CH:7]=[CH:6][CH:5]=[CH:4][CH:3]=1.[CH2:15]=[O:16]>>[CH2:1]([P:8]([CH2:15][OH:16])(=[O:14])[O:9][CH2:10][CH2:11][CH2:12][CH3:13])[C:2]1[CH:7]=[CH:6][CH:5]=[CH:4][CH:3]=1. Reported procedure: The title compound was prepared from benzylphosphinic acid, n-butyl ester and paraformaldehyde according to the method described in Procedure 31. Reactants: NC=1C=C(C=CC1)NC1=NC=C(C(=N1)NC1=CC(=CC=C1)N)F (N2,N4-bis(3-aminophenyl)-5-fluoro-2,4-pyrimidinediamine), BrCC(=O)OCC (ethyl bromoacetate). Yields the product C(C)OC(=O)C=NC=1C=C(C=CC1)N(C1=NC=C(C(=N1)NC1=CC(=CC=C1)N=CC(=O)OCC)F)CC(=O)OCC (N2,N4-bis(3-ethoxycarbonylmethyleneaminophenyl)-N2-(ethoxycarbonylmethyl)-5-fluoro-2,4-pyrimidinediamine). RXN SMILES: [NH2:1][C:2]1[CH:3]=[C:4]([NH:8][C:9]2[N:14]=[C:13]([NH:15][C:16]3[CH:21]=[CH:20][CH:19]=[C:18]([NH2:22])[CH:17]=3)[C:12]([F:23])=[CH:11][N:10]=2)[CH:5]=[CH:6][CH:7]=1.Br[CH2:25][C:26]([O:28][CH2:29][CH3:30])=[O:27]>>[CH2:29]([O:28][C:26]([CH:25]=[N:1][C:2]1[CH:3]=[C:4]([N:8]([CH2:25][C:26]([O:28][CH2:29][CH3:30])=[O:27])[C:9]2[N:14]=[C:13]([NH:15][C:16]3[CH:21]=[CH:20][CH:19]=[C:18]([N:22]=[CH:25][C:26]([O:28][CH2:29][CH3:30])=[O:27])[CH:17]=3)[C:12]([F:23])=[CH:11][N:10]=2)[CH:5]=[CH:6][CH:7]=1)=[O:27])[CH3:30]. Procedure: In like manner to the preparation of N2,N4-bis(3-tert-butoxycarbonylmethyleneaminophenyl)-5-fluoro-2,4-pyrimidinediamine, N2,N4-bis(3-aminophenyl)-5-fluoro-2,4-pyrimidinediamine and ethyl bromoacetate were reacted, together to give N2,N4-bis(3-ethoxycarbonylmethyleneaminophenyl)-N2-(ethoxycarbonylmethyl)-5-fluoro-2,4-pyrimidinediamine. LCMS: ret. time: 25.65 min.; purity: 92.5%; MS (m/e): 569.08 (MH+).